This data is from the Open Reaction Database (ORD), a public repository of structured organic reaction records. The task is: describe an organic reaction: reactants, conditions, products, and yield The reactants are CC(C1=CC=CC=C1)(C)NC([C@H](CCCCNC(=O)OCC1=CC=CC=C1)N)=O ((2S)-N-(α,α-dimethylbenzyl)-2-amino-6-(benzyloxycarbonylamino)hexanamide), N1=CC=CC=C1 (pyridine), C(C1=CC=CC=C1)(=O)Cl (benzoyl chloride). Run in C(Cl)Cl (methylene chloride), C(Cl)Cl (methylene chloride). Reaction conditions: time 10 minute. Yields the product CC(C1=CC=CC=C1)(C)NC([C@H](CCCCNC(=O)OCC1=CC=CC=C1)NC(C1=CC=CC=C1)=O)=O ((2S)-N-(α,α-Dimethylbenzyl)-2-benzoylamino-6-benzyloxycarbonylaminohexanamide). The yield is 76.3%. Reaction SMILES: [CH3:1][C:2]([NH:10][C:11](=[O:29])[C@@H:12]([NH2:28])[CH2:13][CH2:14][CH2:15][CH2:16][NH:17][C:18]([O:20][CH2:21][C:22]1[CH:27]=[CH:26][CH:25]=[CH:24][CH:23]=1)=[O:19])([CH3:9])[C:3]1[CH:8]=[CH:7][CH:6]=[CH:5][CH:4]=1.N1C=CC=CC=1.[C:36](Cl)(=[O:43])[C:37]1[CH:42]=[CH:41][CH:40]=[CH:39][CH:38]=1>C(Cl)Cl>[CH3:9][C:2]([NH:10][C:11](=[O:29])[C@@H:12]([NH:28][C:36](=[O:43])[C:37]1[CH:42]=[CH:41][CH:40]=[CH:39][CH:38]=1)[CH2:13][CH2:14][CH2:15][CH2:16][NH:17][C:18]([O:20][CH2:21][C:22]1[CH:23]=[CH:24][CH:25]=[CH:26][CH:27]=1)=[O:19])([CH3:1])[C:3]1[CH:4]=[CH:5][CH:6]=[CH:7][CH:8]=1. Procedure: To 80 ml of a methylene chloride solution containing 2.14 g of (2S)-N-(α,α-dimethylbenzyl)-2-amino-6-(benzyloxycarbonylamino)hexanamide (prepared as described in Preparation 9) and 0.51 g of pyridine were added dropwise, whilst ice-cooling, 30 ml of a methylene chloride solution containing 0.76 g benzoyl chloride, over a period of 10 minutes, with stirring. The mixed solution was stirred for a further 1.5 hours at room temperature, and then the solvent was distilled off. The residue was dissolve...